This data is from the Open Reaction Database (ORD), a public repository of structured organic reaction records. The task is: describe an organic reaction: reactants, conditions, products, and yield Starting materials: COC1=CC=C(C=C1)CCO (4-methoxybenzeneethanol), BrCCCCCBr (1,5-dibromopentane), [OH-].[Na+] (sodium hydroxide). The reagents and catalysts are S([O-])(O)(=O)=O.C(CCC)[N+](CCCC)(CCCC)CCCC (tetrabutylammonium bisulphate). Solvent: O (water). Run at time 8 hour. Product: BrCCCCCOCCC1=CC=C(C=C1)OC (1-[2-[(5-Bromopentyl)oxy]ethyl]-4-methoxybenzene). As a reaction SMILES: [CH3:1][O:2][C:3]1[CH:8]=[CH:7][C:6]([CH2:9][CH2:10][OH:11])=[CH:5][CH:4]=1.[Br:12][CH2:13][CH2:14][CH2:15][CH2:16][CH2:17]Br.[OH-].[Na+]>S(=O)(=O)(O)[O-].C([N+](CCCC)(CCCC)CCCC)CCC.O>[Br:12][CH2:13][CH2:14][CH2:15][CH2:16][CH2:17][O:11][CH2:10][CH2:9][C:6]1[CH:7]=[CH:8][C:3]([O:2][CH3:1])=[CH:4][CH:5]=1 |f:2.3,4.5|. Procedure details: A mixture of 4-methoxybenzeneethanol (7.0 g), 1,5-dibromopentane (20 ml), 50% aqueous sodium hydroxide (30 ml) and tetrabutylammonium bisulphate (1 g) was stirred at room temperature overnight, water (100 ml) wa added and the mixture was extracted with ER (2×100 ml). The organic extracts were washed with water and brine, dried and concentrated in vacuo to give an oil which was purified by FCC eluting with hexane→hexane-ER (9:1) to give the title compound as a colourless liquid (10.5 g). T.l.c. h... Starting materials: C([O-])([O-])=O.[Na+].[Na+] (sodium carbonate), ClC1=NC(=NC(=C1)Cl)N (4,6-dichloro-pyrimidin-2-yl-amine), ClC=1C=CC(=C(C1)B(O)O)OC (5-chloro-2-methoxy-phenyl boronic acid), C1(=CC=CC=C1)P(C1=CC=CC=C1)C1=CC=CC=C1 (triphenylphosphine). Reagents/catalysts: C(C)(=O)[O-].[Pd+2].C(C)(=O)[O-] (palladium (II) acetate). Run in C(OC)COC (glyme), O (water). Run at time 1 hour. The product is ClC1=NC(=NC(=C1)C1=C(C=CC(=C1)Cl)OC)N (4-chloro-6-(5-chloro-2-methoxy-phenyl)-pyrimidin-2-yl-amine). Yield: 58.1%. Reaction SMILES: Cl[C:2]1[CH:7]=[C:6]([Cl:8])[N:5]=[C:4]([NH2:9])[N:3]=1.[Cl:10][C:11]1[CH:12]=[CH:13][C:14]([O:20][CH3:21])=[C:15](B(O)O)[CH:16]=1.C1(P(C2C=CC=CC=2)C2C=CC=CC=2)C=CC=CC=1.C(=O)([O-])[O-].[Na+].[Na+]>O.C([O-])(=O)C.[Pd+2].C([O-])(=O)C.C(COC)OC>[Cl:8][C:6]1[CH:7]=[C:2]([C:13]2[CH:12]=[C:11]([Cl:10])[CH:16]=[CH:15][C:14]=2[O:20][CH3:21])[N:3]=[C:4]([NH2:9])[N:5]=1 |f:3.4.5,7.8.9|. Reported procedure: To a mixture of 4,6-dichloro-pyrimidin-2-yl-amine (0.304 g, 2.0 mmol), 5-chloro-2-methoxy-phenyl boronic acid (0.373 g, 2.0 mmol), palladium (II) acetate (0.068 g, 0.30 mmol) and triphenylphosphine (0.157 g, 0.60 mmol) was added a solution of sodium carbonate (1.36 g, 12.8 mmol) in water (5 ml) followed by glyme (20 ml). The mixture was stirred under an atmosphere of argon for 1 hour. Filtration and concentration of the filtrate provided a residue which was purified by flash chromatography on si... Reactants: CO, [Fe+2], [NH4+], [NH4+], O=S(=O)([O-])[O-], O, O, O, O, O, O, O, O, O=S(=O)(O)O, O=S(=O)([O-])[O-], Cc1ccc2ccccc2n1. Yields the product Cc1cc(CO)c2ccccc2n1. RXN SMILES: [CH3:24][OH:25].[Fe+2:39].[NH4+:17].[NH4+:18].[O-:19][S:20](=[O:21])(=[O:22])[O-:23].[OH2:26].[OH2:27].[OH2:28].[OH2:29].[OH2:30].[OH2:31].[OH2:32].[OH2:33].[S:12](=[O:13])(=[O:14])([OH:15])[OH:16].[S:34]([O-:35])([O-:36])(=[O:37])=[O:38].[n:1]1[c:2]([CH3:3])[cH:4][cH:5][c:6]2[cH:7][cH:8][cH:9][cH:10][c:11]12>>[n:1]1[c:2]([CH3:3])[cH:4][c:5]([CH2:24][OH:25])[c:6]2[cH:7][cH:8][cH:9][cH:10][c:11]12. The reactants are ClC1=CC=CC(=N1)N (6-chloro-pyridin-2-ylamine), N1=CC(=CC=C1)B(O)O (3-pyridylboronic acid), C(=O)([O-])[O-].[K+].[K+] (K2CO3). The reagents and catalysts are CC(=O)[O-].CC(=O)[O-].[Pd+2] (Pd(OAc)2), C1(CCCCC1)P(C1=C(C=CC=C1)C1=C(C(=CC=C1OC)S(=O)(=O)[O-])OC)C1CCCCC1.[Na+] (sodium 2-dicyclohexylphosphino-2′,6′-dimethoxybiphenyl-3′-sulfonate). Solvent: O (water). The product is N1=C(C=CC=C1N)C=1C=NC=CC1 ([2,3′]bipyridinyl-6-ylamine). Yield: 84.7%. RXN SMILES: Cl[C:2]1[N:7]=[C:6]([NH2:8])[CH:5]=[CH:4][CH:3]=1.[N:9]1[CH:14]=[CH:13][CH:12]=[C:11](B(O)O)[CH:10]=1.C([O-])([O-])=O.[K+].[K+]>CC([O-])=O.CC([O-])=O.[Pd+2].C1(P(C2CCCCC2)C2C=CC=CC=2C2C(OC)=CC=C(S([O-])(=O)=O)C=2OC)CCCCC1.[Na+].O>[N:7]1[C:6]([NH2:8])=[CH:5][CH:4]=[CH:3][C:2]=1[C:11]1[CH:10]=[N:9][CH:14]=[CH:13][CH:12]=1 |f:2.3.4,5.6.7,8.9|. Reported procedure: The general procedure described in Example 3 was used with 6-chloro-pyridin-2-ylamine (129 mg, 1.00 mmol), 3-pyridylboronic acid (184 mg, 1.50 mmol), Pd(OAc)2 (2.2 mg, 0.010 mmol, 1 mol %), sodium 2-dicyclohexylphosphino-2′,6′-dimethoxybiphenyl-3′-sulfonate (10.0 mg, 0.020 mmol, 2 mol %), K2CO3 (414 mg, 3.00 mmol), water (2.0 mL), 12 h, 100° C. The product was purified by column chromatography on silica gel (eluting with ethyl acetate/methanol, 9.5/0.5) to give the desired product as a white sol... RXN SMILES: [CH3:1][O:2][c:3]1[cH:4][cH:5][c:6]2[c:7]([cH:23]1)[CH2:8][C:9](=[O:22])[c:10]1[c:11]([cH:13][cH:14][c:15]([CH:17]([C:18](=[O:19])[NH2:20])[CH3:21])[cH:16]1)[S:12]2.[CH3:28][CH2:29][OH:30].[ClH:26].[Na+:25].[OH-:24].[OH2:27]>>[CH3:1][O:2][c:3]1[cH:4][cH:5][c:6]2[c:7]([cH:23]1)[CH2:8][C:9](=[O:22])[c:10]1[c:11]([cH:13][cH:14][c:15]([CH:17]([C:18](=[O:19])[OH:24])[CH3:21])[cH:16]1)[S:12]2. Reactants: COc1ccc2c(c1)CC(=O)c1cc(C(C)C(N)=O)ccc1S2, CCO, Cl, [Na+], [OH-], O. Product: COc1ccc2c(c1)CC(=O)c1cc(C(C)C(=O)O)ccc1S2. The reactants are O=C(O)c1cccc(-c2nc(N3CCOCC3)nc3c2CCN3c2ccncc2)c1, On1nnc2ccccc21, NCCc1cccnc1. Yields the product O=C(NCCc1cccnc1)c1cccc(-c2nc(N3CCOCC3)nc3c2CCN3c2ccncc2)c1. As a reaction SMILES: [O:1]1[CH2:2][CH2:3][N:4]([c:7]2[n:8][c:9](-[c:22]3[cH:23][c:24]([C:25](=[O:26])[OH:27])[cH:28][cH:29][cH:30]3)[c:10]3[c:11]([n:12]2)[N:13]([c:16]2[cH:17][cH:18][n:19][cH:20][cH:21]2)[CH2:14][CH2:15]3)[CH2:5][CH2:6]1.[OH:31][n:32]1[c:33]2[c:34]([cH:35][cH:36][cH:37][cH:38]2)[n:39][n:40]1.[n:41]1[cH:42][c:43]([CH2:47][CH2:48][NH2:49])[cH:44][cH:45][cH:46]1>>[O:1]1[CH2:2][CH2:3][N:4]([c:7]2[n:8][c:9](-[c:22]3[cH:23][c:24]([C:25](=[O:27])[NH:49][CH2:48][CH2:47][c:43]4[cH:42][n:41][cH:46][cH:45][cH:44]4)[cH:28][cH:29][cH:30]3)[c:10]3[c:11]([n:12]2)[N:13]([c:16]2[cH:17][cH:18][n:19][cH:20][cH:21]2)[CH2:14][CH2:15]3)[CH2:5][CH2:6]1. Starting materials: CN(C)Cc1c(O)c2c(c3c1CC(C)(C)N=C3c1ccccc1)CC(C)(C)O2, CO, Cl, CC(C)OC(=O)N=NC(=O)OC(C)C, C1CCOC1, c1ccc(P(c2ccccc2)c2ccccc2)cc1. Product: COc1c(CN(C)C)c2c(c3c1OC(C)(C)C3)C(c1ccccc1)=NC(C)(C)C2. As a reaction SMILES: [CH3:15][N:16]([CH3:17])[CH2:18][c:19]1[c:20]2[c:25]([c:26]3[c:27]([c:28]1[OH:29])[O:30][C:31]([CH3:33])([CH3:34])[CH2:32]3)[C:24]([c:35]1[cH:36][cH:37][cH:38][cH:39][cH:40]1)=[N:23][C:22]([CH3:41])([CH3:42])[CH2:21]2.[CH3:43][OH:44].[ClH:64].[O:1]=[C:2]([O:3][CH:4]([CH3:5])[CH3:6])[N:7]=[N:8][C:9]([O:10][CH:11]([CH3:12])[CH3:13])=[O:14].[O:65]1[CH2:66][CH2:67][CH2:68][CH2:69]1.[c:45]1([P:46]([c:47]2[cH:48][cH:49][cH:50][cH:51][cH:52]2)[c:53]2[cH:54][cH:55][cH:56][cH:57][cH:58]2)[cH:59][cH:60][cH:61][cH:62][cH:63]1>>[CH3:2][O:29][c:28]1[c:19]([CH2:18][N:16]([CH3:15])[CH3:17])[c:20]2[c:25]([c:26]3[c:27]1[O:30][C:31]([CH3:33])([CH3:34])[CH2:32]3)[C:24]([c:35]1[cH:36][cH:37][cH:38][cH:39][cH:40]1)=[N:23][C:22]([CH3:41])([CH3:42])[CH2:21]2.